Dataset: the Open Reaction Database (ORD), a public repository of structured organic reaction records. Task: describe an organic reaction: reactants, conditions, products, and yield Starting materials: C1CCOC1, [Li]C, CI, COc1ccc(CC#N)cc1, O. The product is COc1ccc(C(C)C#N)cc1. As a reaction SMILES: [CH2:17]1[O:18][CH2:19][CH2:20][CH2:21]1.[CH3:12][Li:13].[CH3:14][I:15].[CH3:1][O:2][c:3]1[cH:4][cH:5][c:6]([CH2:9][C:10]#[N:11])[cH:7][cH:8]1.[OH2:16]>>[CH3:1][O:2][c:3]1[cH:4][cH:5][c:6]([CH:9]([C:10]#[N:11])[CH3:12])[cH:7][cH:8]1.